From a dataset of the Open Reaction Database (ORD), a public repository of structured organic reaction records. describe an organic reaction: reactants, conditions, products, and yield Reactants: OO (H2O2), [OH-].[Na+] (NaOH), C(C)B(CC)CC (triethylborane), C1COC2(CCC(CC2)=O)O1 (1,4-cyclohexanedione monoethylene ketal), C(C=C)Br (allyl bromide). Solvent: C1CCOC1 (THF), C1CCOC1 (THF). Reaction conditions: temperature 25 celsius, time 30 minute. The product is C(C=C)C1C(CC2C(C1)OCCO2)=O (2-Allyl-4-ethylenedioxycyclohexanone). The yield is 85.8%. RXN SMILES: [CH2:1]1[O:11][C:4]2([CH2:9][CH2:8][C:7](=[O:10])[CH2:6][CH2:5]2)[O:3][CH2:2]1.C(B(CC)CC)C.[CH2:19](Br)[CH:20]=[CH2:21].OO.[OH-].[Na+]>C1COCC1>[CH2:21]([CH:8]1[CH2:9][CH:4]2[O:11][CH2:1][CH2:2][O:3][CH:5]2[CH2:6][C:7]1=[O:10])[CH:20]=[CH2:19] |f:4.5|. Reported procedure: A solution of 1,4-cyclohexanedione monoethylene ketal (9.37 g, 60 mmol) in THF (50 mL) was added to a suspension of KH (2.57 g, 63 mmol) in THF (200 mL) at rt under argon. After being stirred at rt (25° C.) for 30 min, the mixture was cooled to 0° C., and triethylborane (75 mL of 1M solution in THF) was added. The mixture was stirred for 30 min prior to the introduction of allyl bromide (7.8 mL, 90 mmol). After 1 h, H2O2 (30%, 50 mL) and NaOH (3M, 50 mL) were added at 0° C., and stirring was con... Reactants: [OH-].[Na+] (sodium hydroxide), ClC1=CC=C2C=C(NC2=C1Cl)C (6,7-dichloro-2-methyl-1H-indole), BrCCCCl (1-bromo-3-chloropropane). Reagents/catalysts: S(=O)(=O)(O)[O-].C(CCC)[N+](CCCC)(CCCC)CCCC (tetrabutylammonium hydrogensulphate). The solvent is C1(=CC=CC=C1)C (toluene), C1(=CC=CC=C1)C (toluene). Yields the product ClC1=CC=C2C=C(N(C2=C1Cl)CCCCl)C (6,7-Dichloro-1-(3-chloropropyl)-2-methyl-1H-indole). RXN SMILES: [OH-].[Na+].[Cl:3][C:4]1[C:12]([Cl:13])=[C:11]2[C:7]([CH:8]=[C:9]([CH3:14])[NH:10]2)=[CH:6][CH:5]=1.Br[CH2:16][CH2:17][CH2:18][Cl:19]>S([O-])(O)(=O)=O.C([N+](CCCC)(CCCC)CCCC)CCC.C1(C)C=CC=CC=1>[Cl:3][C:4]1[C:12]([Cl:13])=[C:11]2[C:7]([CH:8]=[C:9]([CH3:14])[N:10]2[CH2:16][CH2:17][CH2:18][Cl:19])=[CH:6][CH:5]=1 |f:0.1,4.5|. Procedure: 7.84 g of crushed sodium hydroxide, 190 ml of toluene, 7 g of 6,7-dichloro-2-methyl-1H-indole, 85 ml of toluene and 0.7 g of tetrabutylammonium hydrogensulphate are introduced under nitrogen. The mixture is heated at reflux for 30 minutes, then 14 ml of 1-bromo-3-chloropropane are added and reflux is maintained for 2 hours. The reaction medium is poured onto water and the aqueous phase is washed with toluene. Extraction is carried out with toluene and then the extract is washed with water and wi... Reactants: CCOC(=O)C (EtOAc), N1CCC2(CC1)OC(C1=CC=CC=C12)=O (spiro[isobenzofuran-1,4′-piperidin]-3-one), 1′-(trans-4-ethoxycarbonyl-cyclohexylmethyl) carbamoyl chloride, C(C)OC(=O)[C@@H]1CC[C@H](CC1)CN (trans-4-aminomethyl-cyclohexanecarboxylic acid ethyl ester). Conditions: temperature 60 celsius. The product is C(C)OC(=O)[C@@H]1CC[C@H](CC1)CNC(=O)N1CCC2(CC1)OC(C1=CC=CC=C12)=O (1′-(trans-4-ethoxycarbonyl-cyclohexylmethyl)carbamoyl-spiro[isobenzofuran-1,4′piperidin]-3-one). RXN SMILES: [NH:1]1[CH2:6][CH2:5][C:4]2([C:14]3[C:9](=[CH:10][CH:11]=[CH:12][CH:13]=3)[C:8](=[O:15])[O:7]2)[CH2:3][CH2:2]1.[CH2:16]([O:18][C:19]([C@H:21]1[CH2:26][CH2:25][C@H:24]([CH2:27][NH2:28])[CH2:23][CH2:22]1)=[O:20])[CH3:17].C[CH2:30][O:31]C(C)=O>>[CH2:16]([O:18][C:19]([C@H:21]1[CH2:26][CH2:25][C@H:24]([CH2:27][NH:28][C:30]([N:1]2[CH2:6][CH2:5][C:4]3([C:14]4[C:9](=[CH:10][CH:11]=[CH:12][CH:13]=4)[C:8](=[O:15])[O:7]3)[CH2:3][CH2:2]2)=[O:31])[CH2:23][CH2:22]1)=[O:20])[CH3:17]. Procedure details: Add spiro[isobenzofuran-1,4′-piperidin]-3-one (100 mg, 0.49 mmol) to 1 mL of a ˜0.2 M stock solution of 1′-(trans-4-ethoxycarbonyl-cyclohexylmethyl) carbamoyl chloride (prepared from trans-4-aminomethyl-cyclohexanecarboxylic acid ethyl ester using the same procedure given in Example 15 step A) and heat to 60° C. for 16 hours. Cool the solution, dilute with EtOAc and wash with brine. Dry the solution (Na2SO4) and concentrate under reduced pressure. Purify the crude product using preparative plate... The reactants are CNN, Cn1c(-c2ccccc2)cc(-c2ccccc2)[n+]1C, COS(=O)(=O)[O-], O=C(CC(=O)c1ccccc1)c1ccccc1. Product: Cn1nc(-c2ccccc2)cc1-c1ccccc1. RXN SMILES: [CH3:43][NH:44][NH2:45].[CH3:7][n+:8]1[n:9]([CH3:25])[c:10](-[c:19]2[cH:20][cH:21][cH:22][cH:23][cH:24]2)[cH:11][c:12]1-[c:13]1[cH:14][cH:15][cH:16][cH:17][cH:18]1.[S:1]([O-:2])([O:3][CH3:4])(=[O:5])=[O:6].[c:26]1([C:27](=[O:28])[CH2:29][C:30]([c:31]2[cH:32][cH:33][cH:34][cH:35][cH:36]2)=[O:37])[cH:38][cH:39][cH:40][cH:41][cH:42]1>>[CH3:7][n:8]1[n:9][c:10](-[c:19]2[cH:20][cH:21][cH:22][cH:23][cH:24]2)[cH:11][c:12]1-[c:13]1[cH:14][cH:15][cH:16][cH:17][cH:18]1. Reactants: C1CCOC1, CCO, CC(C)(C)OC(=O)N1CCOc2cc(OCc3ccccc3)ccc2C1. Yields the product CC(C)(C)OC(=O)N1CCOc2cc(O)ccc2C1. RXN SMILES: [CH2:27]1[O:28][CH2:29][CH2:30][CH2:31]1.[CH3:32][CH2:33][OH:34].[c:1]1([CH2:2][O:8][c:9]2[cH:10][c:11]3[c:12]([cH:25][cH:26]2)[CH2:13][N:14]([C:18](=[O:19])[O:20][C:21]([CH3:22])([CH3:23])[CH3:24])[CH2:15][CH2:16][O:17]3)[cH:3][cH:4][cH:5][cH:6][cH:7]1>>[OH:8][c:9]1[cH:10][c:11]2[c:12]([cH:25][cH:26]1)[CH2:13][N:14]([C:18](=[O:19])[O:20][C:21]([CH3:22])([CH3:23])[CH3:24])[CH2:15][CH2:16][O:17]2. Starting materials: BrC=1C=CC2=C(OCCC3=C2N=C(S3)N3C(N(C(C3(C)C)=O)C)=O)C1 (1-(8-Bromo-4,5-dihydrothiazolo[4,5-d]benzo[b]oxepin-2-yl)-3,5,5-trimethylimidazolidin-2,4-dione), CC(CN1N=CC(=C1)B1OC(C(O1)(C)C)(C)C)(C)O (2-methyl-1-(4-(4,4,5,5-tetramethyl-1,3,2-dioxaborolan-2-yl)-1H-pyrazol-1-yl)propan-2-ol). The reagents and catalysts are [Pd] (palladium). The product is OC(CN1N=CC(=C1)C1=CC2=C(C=3N=C(SC3CCO2)N2C(N(C(C2(C)C)=O)C)=O)C=C1)(C)C (1-{8-[1-(2-Hydroxy-2-methyl-propyl)-1H-pyrazol-4-yl]-4,5-dihydro-6-oxa-3-thia-1-aza-benzo[e]azulen-2-yl}-3,5,5-trimethyl-imidazolidine-2,4-dione). Yield: 12.0%. RXN SMILES: Br[C:2]1[CH:3]=[CH:4][C:5]2[C:11]3[N:12]=[C:13]([N:15]4[C:19]([CH3:21])([CH3:20])[C:18](=[O:22])[N:17]([CH3:23])[C:16]4=[O:24])[S:14][C:10]=3[CH2:9][CH2:8][O:7][C:6]=2[CH:25]=1.[CH3:26][C:27]([OH:44])([CH3:43])[CH2:28][N:29]1[CH:33]=[C:32](B2OC(C)(C)C(C)(C)O2)[CH:31]=[N:30]1>[Pd]>[OH:44][C:27]([CH3:43])([CH3:26])[CH2:28][N:29]1[CH:33]=[C:32]([C:2]2[CH:3]=[CH:4][C:5]3[C:11]4[N:12]=[C:13]([N:15]5[C:19]([CH3:20])([CH3:21])[C:18](=[O:22])[N:17]([CH3:23])[C:16]5=[O:24])[S:14][C:10]=4[CH2:9][CH2:8][O:7][C:6]=3[CH:25]=2)[CH:31]=[N:30]1. Reported procedure: 1-(8-Bromo-4,5-dihydrothiazolo[4,5-d]benzo[b]oxepin-2-yl)-3,5,5-trimethylimidazolidin-2,4-dione was coupled with 2-methyl-1-(4-(4,4,5,5-tetramethyl-1,3,2-dioxaborolan-2-yl)-1H-pyrazol-1-yl)propan-2-ol under Suzuki palladium conditions to give 492. Yield 12%. MS(ESI+):482.2. 1H NMR (400 MHz, DMSO) δ 8.18 (d, J=8.3, 1H), 8.12 (s, 1H), 7.91 (s, 1H), 7.39 (dd, J=8.3, 1.8, 1H), 7.24 (t, J=4.4, 1H), 4.73 (s, 1H), 4.34 (t, J=4.9, 2H), 4.03 (s, 2H), 3.26 (t, J=5.0, 2H), 3.02 (s, 3H), 1.81 (s, 6H), 1.09 ...